From a dataset of the Open Reaction Database (ORD), a public repository of structured organic reaction records. describe an organic reaction: reactants, conditions, products, and yield The reactants are ClCCCCC1CN(C(O1)=O)C1=CC=CC=C1 (5-(4-chlorobutyl)-3-phenyl-2-oxazolidinone), COC1=C(C=CC=C1)N1CCNCC1 (1(2methyoxyphenyl)-piperazine), C([O-])([O-])=O.[K+].[K+] (potassium carbonate), [I-].[K+] (potassium iodide). Solvent: C(CCC)O (1-butanol). Product: O.Cl.COC1=C(C=CC=C1)N1CCN(CC1)CCCCC1CN(C(O1)=O)C1=CC=CC=C1 (5-[4-[4-(2-Methoxyphenyl)-1-piperazinyl]butyl]-3-phenyl-2-oxazolidinone hydrochloride hydrate). Yield: 170.8%. RXN SMILES: [Cl:1][CH2:2][CH2:3][CH2:4][CH2:5][CH:6]1[O:10][C:9](=[O:11])[N:8]([C:12]2[CH:17]=[CH:16][CH:15]=[CH:14][CH:13]=2)[CH2:7]1.[CH3:18][O:19][C:20]1[CH:25]=[CH:24][CH:23]=[CH:22][C:21]=1[N:26]1[CH2:31][CH2:30][NH:29][CH2:28][CH2:27]1.C(=O)([O-])[O-].[K+].[K+].[I-].[K+]>C(O)CCC>[OH2:10].[ClH:1].[CH3:18][O:19][C:20]1[CH:25]=[CH:24][CH:23]=[CH:22][C:21]=1[N:26]1[CH2:31][CH2:30][N:29]([CH2:2][CH2:3][CH2:4][CH2:5][CH:6]2[O:10][C:9](=[O:11])[N:8]([C:12]3[CH:17]=[CH:16][CH:15]=[CH:14][CH:13]=3)[CH2:7]2)[CH2:28][CH2:27]1 |f:2.3.4,5.6,8.9.10|. Procedure: Following the procedure of Example 5, a mixture of 5-(4-chlorobutyl)-3-phenyl-2-oxazolidinone (3.0 g, 0.01186 mol), 1(2methyoxyphenyl)-piperazine (2288g, 0.01186 mol), potassium carbonate (4.92 g, 0.0356 mol) and potassium iodide (1 g) in 1-butanol (75 ml) gave an oil (4.7 g, 87% yield), which was crystallized from isopropanol/isopropyl ether. Drying of the resulting solid under high vacuum gave 0.98 g, mp 153°-155° C. Reactants: ClC1=C(C=C(C=C1)[N+](=O)[O-])S(=O)(=O)O (2--Chloro-5-nitro benzene sulphonic acid), S(=O)(Cl)Cl (thionyl chloride). Solvent: CN(C=O)C (dimethyl formamide). Run at temperature 60 celsius, time 5 hour. Yields the product ClC1=C(C=C(C=C1)[N+](=O)[O-])S(=O)(=O)Cl (2-chloro-5-nitro benzene sulphonylchloride). As a reaction SMILES: [Cl:1][C:2]1[CH:7]=[CH:6][C:5]([N+:8]([O-:10])=[O:9])=[CH:4][C:3]=1[S:11]([OH:14])(=O)=[O:12].S(Cl)([Cl:17])=O>CN(C)C=O>[Cl:1][C:2]1[CH:7]=[CH:6][C:5]([N+:8]([O-:10])=[O:9])=[CH:4][C:3]=1[S:11]([Cl:17])(=[O:14])=[O:12]. Procedure details: 2--Chloro-5-nitro benzene sulphonic acid (484 parts) was charged to a flask then quickly added thionyl chloride (1190 parts) and dimethyl formamide (12 parts). The resultant slurry was heated to 60° C. and stirred at 60°-65° C. for a total of 5 hours. The mixture was cooled to room temperature then poured onto ice/water. The precipitated solid was filtered off and washed with cold water before drying in vac oven to yield the product 2-chloro-5-nitro benzene sulphonylchloride (395 parts).